This data is from the Open Reaction Database (ORD), a public repository of structured organic reaction records. The task is: describe an organic reaction: reactants, conditions, products, and yield Starting materials: CC(=O)O, O=C1Nc2ccc(I)cc2C1=O, NNC(=O)c1ccc([N+](=O)[O-])o1. Yields the product O=C1Nc2ccc(I)cc2C1=NNC(=O)c1ccc([N+](=O)[O-])o1. Reaction SMILES: [CH3:25][C:26](=[O:27])[OH:28].[I:1][c:2]1[cH:3][c:4]2[c:8]([cH:9][cH:10]1)[NH:7][C:6](=[O:11])[C:5]2=[O:12].[N+:13](=[O:14])([O-:15])[c:16]1[cH:17][cH:18][c:19]([C:21](=[O:22])[NH:23][NH2:24])[o:20]1>>[I:1][c:2]1[cH:3][c:4]2[c:8]([cH:9][cH:10]1)[NH:7][C:6](=[O:11])[C:5]2=[N:24][NH:23][C:21]([c:19]1[cH:18][cH:17][c:16]([N+:13](=[O:14])[O-:15])[o:20]1)=[O:22].